From a dataset of the Open Reaction Database (ORD), a public repository of structured organic reaction records. describe an organic reaction: reactants, conditions, products, and yield Reactants: CC(=O)O, Cc1c2n(c3ccc(Cl)cc13)C(=O)C(C(O)c1ncn(C(c3ccccc3)(c3ccccc3)c3ccccc3)c1C)CC2, O. Product: Cc1[nH]cnc1C(O)C1CCc2c(C)c3cc(Cl)ccc3n2C1=O. As a reaction SMILES: [C:45]([OH:46])(=[O:47])[CH3:48].[Cl:1][c:2]1[cH:3][c:4]2[c:5]([CH3:43])[c:6]3[n:7]([c:8]2[cH:9][cH:10]1)[C:11](=[O:42])[CH:12]([CH:15]([c:16]1[n:17][cH:18][n:19]([C:22]([c:23]2[cH:24][cH:25][cH:26][cH:27][cH:28]2)([c:29]2[cH:30][cH:31][cH:32][cH:33][cH:34]2)[c:35]2[cH:36][cH:37][cH:38][cH:39][cH:40]2)[c:20]1[CH3:21])[OH:41])[CH2:13][CH2:14]3.[OH2:44]>>[Cl:1][c:2]1[cH:3][c:4]2[c:5]([CH3:43])[c:6]3[n:7]([c:8]2[cH:9][cH:10]1)[C:11](=[O:42])[CH:12]([CH:15]([c:16]1[n:17][cH:18][nH:19][c:20]1[CH3:21])[OH:41])[CH2:13][CH2:14]3. Starting materials: FC=1C=C(C=CC1C(C)NS(=O)(=O)C=1C(=NN(C1)C)C(F)(F)F)C1=C(C=CC(=C1)F)OC (1-Methyl-3-trifluoromethyl-1H-pyrazole-4-sulfonic acid [1-(3,5′-difluoro-2′-methoxy-biphenyl-4-yl)-ethyl]-amide), ClC=1C=C(C(=NC1)OC)C1=CC(=C(C=C1)[C@@H](C)N)OC ((R)-1-[4-(5-chloro-2-methoxy-pyridin-3-yl)-2-methoxy-phenyl]-ethylamine). The product is ClC=1C=C(C(=NC1)OC)C1=CC(=C(C=C1)[C@@H](C)NS(=O)(=O)C=1C(=NN(C1)C)C(F)(F)F)OC ((R)-1-Methyl-3-trifluoromethyl-1H-pyrazole-4-sulfonic acid {1-[4-(5-chloro-2-methoxy-pyridin-3-yl)-2-methoxy-phenyl]-ethyl}-amide). As a reaction SMILES: FC1C=C(C2C=C(F)C=CC=2OC)C=CC=1C(N[S:11]([C:14]1[C:15]([C:20]([F:23])([F:22])[F:21])=[N:16][N:17]([CH3:19])[CH:18]=1)(=[O:13])=[O:12])C.[Cl:33][C:34]1[CH:35]=[C:36]([C:42]2[CH:47]=[CH:46][C:45]([C@H:48]([NH2:50])[CH3:49])=[C:44]([O:51][CH3:52])[CH:43]=2)[C:37]([O:40][CH3:41])=[N:38][CH:39]=1>>[Cl:33][C:34]1[CH:35]=[C:36]([C:42]2[CH:47]=[CH:46][C:45]([C@H:48]([NH:50][S:11]([C:14]3[C:15]([C:20]([F:23])([F:21])[F:22])=[N:16][N:17]([CH3:19])[CH:18]=3)(=[O:13])=[O:12])[CH3:49])=[C:44]([O:51][CH3:52])[CH:43]=2)[C:37]([O:40][CH3:41])=[N:38][CH:39]=1. Reported procedure: A mixture of 4-bromo-2-hydroxyacetophenone (0.460 g, 2.0 mmol), titanium tetraethoxide (1.0 g, 4.0 mmol) and (R)-2-methyl-2-propanesulfinamide (0.266 g, 2.2 mmol) in dichloromethane (3.0 ml) was heated in a microwave oven at 120° C. for 15 min. The mixture was cooled in ice and added to a stirred mixture of sodium borohydride (0.30 g, 8.0 mmol) in tetrahydrofuran (50 ml). This mixture was stirred for 1 h at ambient temperature, treated with brine (30 ml) and extracted with ethyl acetate. The com... The reactants are [H][H] (hydrogen), C(=O)[O-].[NH4+] (ammonium formate), [N+](=O)([O-])C(C1=CC=CC=C1)O (nitro benzyl alcohol), C1CCOC1 (THF). The reagents and catalysts are [Pd] (palladium on carbon). Run in CO (methanol). The product is NC=1C=C(C2=C(OCCCO2)C1)CO ((8-Amino-3,4-dihydro-2H-benzo[b][1,4]dioxepin-6-yl)-methanol). Reaction SMILES: [N+]([CH:4]([OH:11])[C:5]1[CH:10]=[CH:9][CH:8]=[CH:7][CH:6]=1)([O-])=O.[CH:12]([O-:14])=O.[NH4+:15].[H][H].C1C[O:21][CH2:20][CH2:19]1>CO.[Pd]>[NH2:15][C:7]1[CH:6]=[C:5]([CH2:4][OH:11])[C:10]2[O:14][CH2:12][CH2:19][CH2:20][O:21][C:9]=2[CH:8]=1 |f:1.2|. Procedure: 2.25 g (0.01 mol) of nitro benzyl alcohol compound was dissolved in a mixture of 45 mL of methanol and 45 mL of THF. A solid ammonium formate was then added (3.18 g, 0.05 mol, 5 equivalents) followed by the careful addition of 455 mg of 10% palladium on carbon. The reaction mixture was then stirred very slowly at room temperature under reflux condenser. Once it starts, the reaction was rapid and exothermic. After about 1 hour the evolution of hydrogen gas ceased and reaction was checked on TLC (... Yields the product CCCc1c(Cn2ccnc2-c2ncccc2F)ncnc1-c1cccnc1. Reactants: O=C([O-])[O-], CCCc1c(Cl)ncnc1Cn1ccnc1-c1ncccc1F, [Cs+], [Cs+], C1COCCO1, O=C(C=Cc1ccccc1)C=Cc1ccccc1, O=C(C=Cc1ccccc1)C=Cc1ccccc1, O=C(C=Cc1ccccc1)C=Cc1ccccc1, [Pd], [Pd], OB(O)c1cccnc1. Reaction SMILES: [C:33](=[O:34])([O-:35])[O-:36].[Cl:1][c:2]1[n:3][cH:4][n:5][c:6]([CH2:11][n:12]2[c:13](-[c:17]3[n:18][cH:19][cH:20][cH:21][c:22]3[F:23])[n:14][cH:15][cH:16]2)[c:7]1[CH2:8][CH2:9][CH3:10].[Cs+:37].[Cs+:38].[O:39]1[CH2:40][CH2:41][O:42][CH2:43][CH2:44]1.[O:47]=[C:48]([CH:49]=[CH:50][c:51]1[cH:52][cH:53][cH:54][cH:55][cH:56]1)[CH:57]=[CH:58][c:59]1[cH:60][cH:61][cH:62][cH:63][cH:64]1.[O:65]=[C:66]([CH:67]=[CH:68][c:69]1[cH:70][cH:71][cH:72][cH:73][cH:74]1)[CH:75]=[CH:76][c:77]1[cH:78][cH:79][cH:80][cH:81][cH:82]1.[O:83]=[C:84]([CH:85]=[CH:86][c:87]1[cH:88][cH:89][cH:90][cH:91][cH:92]1)[CH:93]=[CH:94][c:95]1[cH:96][cH:97][cH:98][cH:99][cH:100]1.[Pd:45].[Pd:46].[n:24]1[cH:25][c:26]([B:30]([OH:31])[OH:32])[cH:27][cH:28][cH:29]1>>[c:2]1(-[c:26]2[cH:25][n:24][cH:29][cH:28][cH:27]2)[n:3][cH:4][n:5][c:6]([CH2:11][n:12]2[c:13](-[c:17]3[n:18][cH:19][cH:20][cH:21][c:22]3[F:23])[n:14][cH:15][cH:16]2)[c:7]1[CH2:8][CH2:9][CH3:10]. Reactants: CNC (dimethylamine), [OH-].[Na+] (sodium hydroxide), [N+](=O)([O-])C1=C(C(=O)Cl)C=CC=C1 (2-nitrobenzoyl chloride). Solvent: O1CCOCC1 (dioxane), O1CCOCC1 (dioxane). Product: CN(C(C1=C(C=CC=C1)[N+](=O)[O-])=O)C (N,N-dimethyl-2-nitrobenzamide). Isolated yield 57.2%. RXN SMILES: [CH3:1][NH:2][CH3:3].[OH-].[Na+].[N+:6]([C:9]1[CH:17]=[CH:16][CH:15]=[CH:14][C:10]=1[C:11](Cl)=[O:12])([O-:8])=[O:7]>O1CCOCC1>[CH3:1][N:2]([CH3:3])[C:11](=[O:12])[C:10]1[CH:14]=[CH:15][CH:16]=[CH:17][C:9]=1[N+:6]([O-:8])=[O:7] |f:1.2|. Procedure details: A mixture of dimethylamine (30 g, 270 mmol) and sodium hydroxide (7.2 g, 180 mmol) in 60 mL of dioxane was stirred and 2-nitrobenzoyl chloride (23.8 mL, 180 mmol) in 100 mL of dioxane was added dropwise. The mixture was stirred at room temperature for approximately 12 hours and then partitioned between 100 mL of saturated sodium bicarbonate solution and 150 mL of ethyl acetate. The aqueous layer was extracted with ethyl acetate (2×100 mL) and the combined ethyl acetate was washed with brine, dri... As a reaction SMILES: [CH3:11][I:12].[CH3:13][CH2:14][OH:15].[K+:7].[NH2:1][CH2:2][C:3]([OH:4])=[O:5].[OH-:6].[OH2:16].[S:8]=[C:9]=[S:10]>>[NH:1]([CH2:2][C:3]([OH:4])=[O:5])[C:9]([S:8][CH3:11])=[S:10]. Yields the product CSC(=S)NCC(=O)O. Starting materials: CI, CCO, [K+], NCC(=O)O, [OH-], O, S=C=S. Reactants: COc1cc(C(=O)N(C)c2ccccc2C2=NC(C)(C)CO2)ccc1C(=O)Nc1cccc2c1ncn2C(=O)OC(C)(C)C, ClCCl, O=C(O)C(F)(F)F. RXN SMILES: [C:1]([O:2][C:3](=[O:4])[n:8]1[cH:9][n:10][c:11]2[c:12]1[cH:13][cH:14][cH:15][c:16]2[NH:17][C:18](=[O:19])[c:20]1[c:21]([O:43][CH3:44])[cH:22][c:23]([C:24](=[O:25])[N:26]([CH3:27])[c:28]2[c:29]([C:34]3=[N:38][C:37]([CH3:39])([CH3:40])[CH2:36][O:35]3)[cH:30][cH:31][cH:32][cH:33]2)[cH:41][cH:42]1)([CH3:5])([CH3:6])[CH3:7].[Cl:52][CH2:53][Cl:54].[OH:45][C:46]([C:47]([F:48])([F:49])[F:50])=[O:51]>>[nH:8]1[cH:9][n:10][c:11]2[c:12]1[cH:13][cH:14][cH:15][c:16]2[NH:17][C:18](=[O:19])[c:20]1[c:21]([O:43][CH3:44])[cH:22][c:23]([C:24](=[O:25])[N:26]([CH3:27])[c:28]2[c:29]([C:34]3=[N:38][C:37]([CH3:39])([CH3:40])[CH2:36][O:35]3)[cH:30][cH:31][cH:32][cH:33]2)[cH:41][cH:42]1. Yields the product COc1cc(C(=O)N(C)c2ccccc2C2=NC(C)(C)CO2)ccc1C(=O)Nc1cccc2[nH]cnc12. Product: CCN(CC)C(=O)NC1CC2c3c(C#N)ccc4c3C(CN4)CC2N(C)C1. RXN SMILES: [CH2:1]([CH3:2])[N:3]([C:4](=[O:5])[NH:6][CH:7]1[CH2:8][N:9]([CH3:25])[CH:10]2[CH2:11][CH:12]3[CH2:13][NH:14][c:15]4[cH:16][cH:17][c:18]([CH:23]=[O:24])[c:19]([c:22]43)[CH:20]2[CH2:21]1)[CH2:26][CH3:27].[NH2:28][O:29][S:30]([OH:31])(=[O:32])=[O:33].[NH3:34].[OH2:35]>>[CH2:1]([CH3:2])[N:3]([C:4](=[O:5])[NH:6][CH:7]1[CH2:8][N:9]([CH3:25])[CH:10]2[CH2:11][CH:12]3[CH2:13][NH:14][c:15]4[cH:16][cH:17][c:18]([C:23]#[N:28])[c:19]([c:22]43)[CH:20]2[CH2:21]1)[CH2:26][CH3:27]. Starting materials: CCN(CC)C(=O)NC1CC2c3c(C=O)ccc4c3C(CN4)CC2N(C)C1, NOS(=O)(=O)O, N, O.